Dataset: the Open Reaction Database (ORD), a public repository of structured organic reaction records. Task: describe an organic reaction: reactants, conditions, products, and yield Yields the product CC(CNS(=O)(=O)C(C)C)C1CCC(C#N)CC1. Starting materials: CC(C)(C)O, COCCOC, CC(CNS(=O)(=O)C(C)C)C1CCC(=O)CC1, CC(C)(C)[O-], [K+], [C-]#[N+]CS(=O)(=O)c1ccc(C)cc1. Reaction SMILES: [C:43]([OH:44])([CH3:45])([CH3:46])[CH3:47].[CH2:37]([CH2:38][O:39][CH3:40])[O:41][CH3:42].[CH3:1][CH:2]([CH3:3])[S:4](=[O:5])(=[O:6])[NH:7][CH2:8][CH:9]([CH3:10])[CH:11]1[CH2:12][CH2:13][C:14](=[O:17])[CH2:15][CH2:16]1.[CH3:31][C:32]([CH3:33])([O-:34])[CH3:35].[K+:36].[S:18]([c:20]1[cH:21][cH:22][c:23]([CH3:24])[cH:25][cH:26]1)(=[O:27])([CH2:28][N+:29]#[C-:19])=[O:30]>>[CH3:1][CH:2]([CH3:3])[S:4](=[O:5])(=[O:6])[NH:7][CH2:8][CH:9]([CH3:10])[CH:11]1[CH2:12][CH2:13][CH:14]([C:28]#[N:29])[CH2:15][CH2:16]1. Reactants: O=C([O-])[O-], CCOC(=O)CCc1ccnc(OC)c1, CCO, [K+], [K+], O. The product is CCOC(=O)CCc1ccnc(O)c1. As a reaction SMILES: [C:16](=[O:17])([O-:18])[O-:19].[CH3:1][O:2][c:3]1[n:4][cH:5][cH:6][c:7]([CH2:9][CH2:10][C:11](=[O:12])[O:13][CH2:14][CH3:15])[cH:8]1.[CH3:22][CH2:23][OH:24].[K+:20].[K+:21].[OH2:25]>>[OH:2][c:3]1[n:4][cH:5][cH:6][c:7]([CH2:9][CH2:10][C:11](=[O:12])[O:13][CH2:14][CH3:15])[cH:8]1. Reactants: Cl.C(#N)CC(OC)=N (methyl cyanoacetimidate hydrochloride), N#CN (cyanamide), 4A. The solvent is C1=CC=CC=C1 (benzene). Yields the product C(#N)N=C(CC#N)OC (methyl N-cyanocyanoacetimidate). Isolated yield 91.8%. As a reaction SMILES: Cl.[C:2]([CH2:4][C:5](=[NH:8])[O:6][CH3:7])#[N:3].[N:9]#[C:10]N>C1C=CC=CC=1>[C:10]([N:8]=[C:5]([O:6][CH3:7])[CH2:4][C:2]#[N:3])#[N:9] |f:0.1|. Procedure details: 2.69 g of methyl cyanoacetimidate hydrochloride, 1.68 g of cyanamide and 5.0 g of molecular sieve (type 4A, 60 mesh through) were suspended in 30 ml of benzene and the suspension was made to react for 5 hours at 25°C under stirring. After reaction, insoluble materials were filtered off and then the filtrate was concentrated to dryness in vacuo to give 2.26 g of methyl N-cyanocyanoacetimidate (yield 91.2%) mp 45.5°C. The reactants are O=C1C(CCC2=CC=CC=C12)=CC(=O)O (1,2,3,4-tetrahydro-1-oxo-2-naphthylideneacetic acid), C1(=CC=CC=C1)NN (phenylhydrazine). The solvent is C(C)O (ethanol). Product: C1(=CC=CC=C1)N1N=C2C3=C(CCC2=CC1=O)C=CC=C3 (2-phenyl-5,6-dihydrobenzo[h]cinnolin-3(2H)-one). Isolated yield 20.6%. Reaction SMILES: O=[C:2]1[C:11]2[C:6](=[CH:7][CH:8]=[CH:9][CH:10]=2)[CH2:5][CH2:4][C:3]1=[CH:12][C:13]([OH:15])=O.[C:16]1([NH:22][NH2:23])[CH:21]=[CH:20][CH:19]=[CH:18][CH:17]=1>C(O)C>[C:16]1([N:22]2[C:13](=[O:15])[CH:12]=[C:3]3[C:2]([C:11]4[CH:10]=[CH:9][CH:8]=[CH:7][C:6]=4[CH2:5][CH2:4]3)=[N:23]2)[CH:21]=[CH:20][CH:19]=[CH:18][CH:17]=1. Reported procedure: A mixture of 5 g of 1,2,3,4-tetrahydro-1-oxo-2-naphthylideneacetic acid and 3 g of phenylhydrazine in 100 ml of ethanol is refluxed for 10 hours. The precipitated crystals are collected by filtration, washed with ethanol and dissolved in 50 ml of acetic acid. The solution is refluxed under heating for 8 hours and the acetic acid is distilled off. The residue is extracted with ethyl acetate and the extract is washed with an aqueous sodium hydrogencarbonate solution. After drying over magnesium su...